Dataset: the Open Reaction Database (ORD), a public repository of structured organic reaction records. Task: describe an organic reaction: reactants, conditions, products, and yield The reactants are hydrochloride salt, Cl (HCl), ClC=1C=C(C2=C(C1)C=1C(CC(NC1O2)C(=O)OC(C)(C)C)C)S(=O)(=O)C2=CC=CC=C2 (tert-butyl 6-chloro-4-methyl-8-(phenylsulfonyl)-3,4-dihydrobenzofuro[3,2-e]pyridine-2(1H)-carboxylate), Cl (hydrochloric acid), O1CCCC1 (tetrahydrofuran), [OH-].[Na+] (NaOH). Solvent: CO (methanol), CO (methanol). Run at time 15 hour. Yields the product Cl.ClC1=CC(=CC2=C1OC1=C2CNCC1C)S(=O)(=O)C1=CC=CC=C1 (6-chloro-4-methyl-8-(phenylsulfonyl)-1,2,3,4-tetrahydrobenzofuro[3,2-c]pyridine hydrochloride). RXN SMILES: [Cl:1][C:2]1[CH:3]=[C:4]([S:23]([C:26]2[CH:31]=[CH:30][CH:29]=[CH:28][CH:27]=2)(=[O:25])=[O:24])[C:5]2O[C:13]3[NH:12][CH:11](C(OC(C)(C)C)=O)[CH2:10][CH:9](C)[C:8]=3[C:6]=2[CH:7]=1.[ClH:32].[OH-:33].[Na+].O1CCC[CH2:36]1>CO>[ClH:1].[Cl:32][C:2]1[C:7]2[O:33][C:9]3[CH:10]([CH3:36])[CH2:11][NH:12][CH2:13][C:8]=3[C:6]=2[CH:5]=[C:4]([S:23]([C:26]2[CH:27]=[CH:28][CH:29]=[CH:30][CH:31]=2)(=[O:24])=[O:25])[CH:3]=1 |f:2.3,6.7|. Procedure: To a solution of the product of step C (190 mg, 0.41 mmol) in tetrahydrofuran (10 mL) was added conc. hydrochloric acid (1.2 mL, 12.34 mmol) at ambient temperature. After 15 h, the reaction was basified with 10% NaOH solution and extracted with dichloromethane. The organic layer was concentrated in vacuo and the residue purified by flash column chromatography (SiO2, 95:5 dichloromethane/methanol) to provide the free base which was converted directly to the hydrochloride salt by dissolving in met... The solvent is O (water), C(C)OCC (diethyl ether). Yield: 91.6%. The reactants are ClCC1=CC=C(C(=O)Cl)C=C1 (4-Chloromethyl-benzoyl chloride), Cl.NO (hydroxylamine hydrochloride), C(O)([O-])=O.[Na+] (sodium hydrogen carbonate). RXN SMILES: [Cl:1][CH2:2][C:3]1[CH:11]=[CH:10][C:6]([C:7](Cl)=[O:8])=[CH:5][CH:4]=1.Cl.[NH2:13][OH:14].C(=O)([O-])O.[Na+]>O.C(OCC)C>[Cl:1][CH2:2][C:3]1[CH:11]=[CH:10][C:6]([C:7]([NH:13][OH:14])=[O:8])=[CH:5][CH:4]=1 |f:1.2,3.4|. Product: ClCC1=CC=C(C=C1)C(=O)NO (α-chloro-N-hydroxy-p-toluamide). Reported procedure: 4-Chloromethyl-benzoyl chloride (18.9 g) (0.1 mol) and 13.8 g (0.2 mol) of hydroxylamine hydrochloride are suspended in 200 ml of water and 150 ml of diethyl ether. 25.2 g (0.3 mol) of sodium hydrogen carbonate are added while stirring. After 30 minutes the product is filtered off under suction and washed with water and diethyl ether. After drying in a high vacuum at room temperature there are obtained 17 g of white α-chloro-N-hydroxy-p-toluamide of m.p. 120°-145° C. (dec.).